From a dataset of the Open Reaction Database (ORD), a public repository of structured organic reaction records. describe an organic reaction: reactants, conditions, products, and yield Starting materials: COC(=O)C=1N(C=C(C1)C1=NC=NC(=N1)NC1=CC=CC=C1)S(=O)(=O)C1=C(C=C(C=C1C)C)C (4-(4-phenylamino-[1,3,5]triazin-2-yl)- 1 -(2,4,6-trimethyl-benzenesulfonyl)-1H-pyrrole-2-carboxylic acid methyl ester). Run in CO (methanol), [OH-].[Na+] (sodium hydroxide). Conditions: temperature 80 celsius. Product: C1(=CC=CC=C1)NC1=NC(=NC=N1)C=1C=C(NC1)C(=O)O (4-(4-Phenylamino-[1,3,5]triazin-2-yl)-1H-pyrrole-2-carboxylic acid). Reaction SMILES: C[O:2][C:3]([C:5]1[N:6](S(C2C(C)=CC(C)=CC=2C)(=O)=O)[CH:7]=[C:8]([C:10]2[N:15]=[C:14]([NH:16][C:17]3[CH:22]=[CH:21][CH:20]=[CH:19][CH:18]=3)[N:13]=[CH:12][N:11]=2)[CH:9]=1)=[O:4]>CO.[OH-].[Na+]>[C:17]1([NH:16][C:14]2[N:13]=[CH:12][N:11]=[C:10]([C:8]3[CH:9]=[C:5]([C:3]([OH:4])=[O:2])[NH:6][CH:7]=3)[N:15]=2)[CH:18]=[CH:19][CH:20]=[CH:21][CH:22]=1 |f:2.3|. Procedure details: A 5 mL flask was charged with 4-(4-phenylamino-[1,3,5]triazin-2-yl)- 1 -(2,4,6-trimethyl-benzenesulfonyl)-1H-pyrrole-2-carboxylic acid methyl ester (0.12 mmol, 55 mg) in methanol (2 mL) and sodium hydroxide (0.5 mL, 1 N). The resulting mixture was heated at 80° C. for 5 hours then the solvent was evaporated under vacuum. The crude was dried under high vacuum. HPLC, Rt=4.1 min, FIA, ES+=282.1, ES−=280.2